This data is from the Open Reaction Database (ORD), a public repository of structured organic reaction records. The task is: describe an organic reaction: reactants, conditions, products, and yield Reactants: [N+](=O)([O-])C1=CC(=C(C=C1[N+](=O)[O-])O)OCCOCCO (4,5-dinitro-2-[β-(2-hydroxyethoxy)ethoxy]phenol), COCCN (2-methoxyethylamine). Solvent: O (water). The product is COCCNC=1C(=CC(=C(C1)O)OCCOCCO)[N+](=O)[O-] (5-(β-methoxyethyL)amino-2-[β-(2-hydroxyethoxy)ethoxy]-4-nitrophenol). As a reaction SMILES: [N+:1]([C:4]1[C:9]([N+:10]([O-])=O)=[CH:8][C:7]([OH:13])=[C:6]([O:14][CH2:15][CH2:16][O:17][CH2:18][CH2:19][OH:20])[CH:5]=1)([O-:3])=[O:2].[CH3:21][O:22][CH2:23][CH2:24]N>O>[CH3:21][O:22][CH2:23][CH2:24][NH:10][C:9]1[C:4]([N+:1]([O-:3])=[O:2])=[CH:5][C:6]([O:14][CH2:15][CH2:16][O:17][CH2:18][CH2:19][OH:20])=[C:7]([OH:13])[CH:8]=1. Procedure details: A mixture prepared by adding 0.07 mol (20.2 g) of 4,5-dinitro-2-[β-(2-hydroxyethoxy)ethoxy]phenol, prepared according to Example 4, to 0.28 mol (21 g) of 2-methoxyethylamine and 15 ml of water is heated under reflux.